Dataset: the Open Reaction Database (ORD), a public repository of structured organic reaction records. Task: describe an organic reaction: reactants, conditions, products, and yield The reactants are [BH4-], CC(C)N(CC=O)C(=O)OC(C)(C)C, C#CCN, CO, CC(C)[O-], CC(C)[O-], CC(C)[O-], CC(C)[O-], [Na+], C1CCOC1, O, [Ti+4]. The product is C#CCNCCN(C(=O)OC(C)(C)C)C(C)C. As a reaction SMILES: [BH4-:21].[C:1]([CH3:2])([CH3:3])([CH3:4])[O:5][C:6](=[O:7])[N:8]([CH:9]([CH3:10])[CH3:11])[CH2:12][CH:13]=[O:14].[CH2:15]([C:16]#[CH:17])[NH2:18].[CH3:19][OH:20].[CH3:28][CH:29]([CH3:30])[O-:31].[CH3:33][CH:34]([CH3:35])[O-:36].[CH3:37][CH:38]([CH3:39])[O-:40].[CH3:41][CH:42]([CH3:43])[O-:44].[Na+:22].[O:23]1[CH2:24][CH2:25][CH2:26][CH2:27]1.[OH2:45].[Ti+4:32]>>[C:1]([CH3:2])([CH3:3])([CH3:4])[O:5][C:6](=[O:7])[N:8]([CH:9]([CH3:10])[CH3:11])[CH2:12][CH2:13][NH:18][CH2:15][C:16]#[CH:17]. The reactants are C(C)(=O)O[C@](CN1N=CN=C1)([C@@H](C)S(=O)(=O)Cl)C1=C(C=C(C=C1)F)F ((2R,3R)-3-chlorosulfonyl-2-(2,4-difluorophenyl)-1-(1H-1,2,4-triazol-1-yl)-2-butyl acetate), CNC (dimethylamine). Run in ClCCl (dichloromethane). Run at time 10 minute. Product: CN(S(=O)(=O)C(C)=C(CN1N=CN=C1)C1=C(C=C(C=C1)F)F)C (N,N-dimethyl-3-(2,4-difluorophenyl)-4-(1H-1,2,4-triazol-1-yl)-2-butene-2-sulfonamide). Yield: 18.4%. As a reaction SMILES: C(O[C@@:5]([C:18]1[CH:23]=[CH:22][C:21]([F:24])=[CH:20][C:19]=1[F:25])([C@H:12]([S:14](Cl)(=[O:16])=[O:15])[CH3:13])[CH2:6][N:7]1[CH:11]=[N:10][CH:9]=[N:8]1)(=O)C.[CH3:26][NH:27][CH3:28]>ClCCl>[CH3:26][N:27]([CH3:28])[S:14]([C:12](=[C:5]([C:18]1[CH:23]=[CH:22][C:21]([F:24])=[CH:20][C:19]=1[F:25])[CH2:6][N:7]1[CH:11]=[N:10][CH:9]=[N:8]1)[CH3:13])(=[O:15])=[O:16]. Reported procedure: In dichloromethane (15 ml) was dissolved (2R,3R)-3-chlorosulfonyl-2-(2,4-difluorophenyl)-1-(1H-1,2,4-triazol-1-yl)-2-butyl acetate (3.0 g). To the solution was added, under ice-cooling, dimethylamine (0.6 g). The reaction mixture was stirred for 10 minutes under ice-cooling, which was then concentrated. The concentrate was subjected to a silica gel chromatography (eluent: hexane/ethyl acetate=1/2→ethyl acetate) for purification to give, as the first eluate, N,N-dimethyl-3-(2,4-difluorophenyl)-4-... Reactants: NC=1NC2=C(N1)C=CC=C2 (2-aminobenzimidazole), C(C(=C)C)(=O)OCC (ethyl methacrylate). The solvent is COC(C)(C)C (tert-butyl methyl ether). Reaction conditions: temperature 130 celsius, time 7 hour. Product: CC1C(NC2=NC3=C(N2C1)C=CC=C3)=O (3,4-dihydro-3-methyl-pyrimidino[1,2-a]benzimidazol-2(1H)-one). As a reaction SMILES: [NH2:1][C:2]1[NH:3][C:4]2[CH:10]=[CH:9][CH:8]=[CH:7][C:5]=2[N:6]=1.[C:11](OCC)(=[O:15])[C:12]([CH3:14])=[CH2:13]>COC(C)(C)C>[CH3:13][CH:12]1[CH2:14][N:6]2[C:2](=[N:3][C:4]3[CH:10]=[CH:9][CH:8]=[CH:7][C:5]=32)[NH:1][C:11]1=[O:15]. Procedure details: 5.326 g (40 mmol) 2-aminobenzimidazole and 4.56 g (40 mmol) ethyl methacrylate were dissolved in 25 ml Proglyde DMM. The reactionmixture is heated to 130° C. The reaction is allowed to continue for 7 hours at 130° C. The reactionmixture is allowed to cool down to room temperature and is added to 250 ml tert-butyl methyl ether. The precipitated 3,4-dihydro-3-methyl-pyrimidino[1,2-a]benzimidazol-2(1H)-one was isolated by filtration and recrystallized from 1-methoxy-2-propanol. 2.7 g (33%) of 3,4-d... The reactants are C(CCCCCCCCCCC)(=O)OCCCC1=COC(=C1)[Si](C)(C)C (3-(5-trimethylsilyl-3-furyl)propyl dodecanoate), C1=C2C(=C(C(=C1I)O)I)OC3=C(C(=C(C=C3C24C5=C(C(=C(C(=C5Cl)Cl)Cl)Cl)C(=O)O4)I)O)I (Rose Bengal), O=O (singlet oxygen). Run in O1CCCC1 (tetrahydrofuran). Yields the product C(CCCCCCCCCCC)(=O)OCCCC1=CC(OC1O)=O (4-(3-Dodecanoyloxypropyl)-5-hydroxy-2(5H)-furanone). RXN SMILES: [C:1]([O:14]CCCC1C=C([Si](C)(C)C)OC=1)(=[O:13])[CH2:2][CH2:3][CH2:4][CH2:5][CH2:6][CH2:7][CH2:8][CH2:9][CH2:10][CH2:11][CH3:12].C1C(I)=C(O)C(I)=C2OC3C([C:43]4([O:56][C:54](=[O:55])[C:45]5[C:46](Cl)=[C:47](Cl)[C:48](Cl)=C(Cl)[C:44]4=5)C=12)=CC(I)=C(O)C=3I.[O:60]=O>O1CCCC1>[C:1]([O:14][CH2:48][CH2:47][CH2:46][C:45]1[CH:54]([OH:55])[O:56][C:43](=[O:60])[CH:44]=1)(=[O:13])[CH2:2][CH2:3][CH2:4][CH2:5][CH2:6][CH2:7][CH2:8][CH2:9][CH2:10][CH2:11][CH3:12]. Reported procedure: A mixture of 3-(5-trimethylsilyl-3-furyl)propyl dodecanoate (105 mg, 0.27 mmol) and Rose Bengal (5 mg) in tetrahydrofuran (6 ml) was exposed to singlet oxygen for 2.5 hours at -78°. The residue, after solvent removal, was purified by preparative thin layer chromatography (TLC) (20×20 cm, 500μ silica plate; developed with 60% ethyl ether/petroleum ether). The title ester was obtained as an off-white solid. The reactants are O=Cc1ccc(OCc2ccccc2)cc1, C1CCOC1, [Li]CCCC, CCCCCC, Cn1ccnn1. Yields the product Cn1nncc1C(O)c1ccc(OCc2ccccc2)cc1. As a reaction SMILES: [CH2:12]([c:13]1[cH:14][cH:15][cH:16][cH:17][cH:18]1)[O:19][c:20]1[cH:21][cH:22][c:23]([CH:24]=[O:25])[cH:26][cH:27]1.[CH2:34]1[O:35][CH2:36][CH2:37][CH2:38]1.[CH3:1][CH2:2][CH2:3][CH2:4][Li:5].[CH3:28][CH2:29][CH2:30][CH2:31][CH2:32][CH3:33].[CH3:6][n:7]1[n:8][n:9][cH:10][cH:11]1>>[CH3:6][n:7]1[n:8][n:9][cH:10][c:11]1[CH:24]([c:23]1[cH:22][cH:21][c:20]([O:19][CH2:12][c:13]2[cH:14][cH:15][cH:16][cH:17][cH:18]2)[cH:27][cH:26]1)[OH:25]. Reactants: C(C)(C)(C)OC(=O)N1CCN(CC1)C(=O)C1=C(N(C2=CN=CC=C21)C2=CC=CC=C2)OC2=C(C=CC(=C2)F)C (4-[2-(5-Fluoro-2-methyl-phenoxy)-1-phenyl-1H-pyrrolo[2,3-c]pyridine-3-carbonyl]-piperazine-1-carboxylic acid tert-butyl ester), Cl.Cl.FC=1C=CC(=C(OC2=C(C=3C(=CN=CC3)N2C2=CC=CC=C2)C(=O)N2CCNCC2)C1)C ([2-(5-fluoro-2-methyl-phenoxy)-1-phenyl-1H-pyrrolo[2,3-c]pyridin-3-yl]-piperazin-1-yl-methanone dihydrochloride), Cl (hydrochloric acid). The product is FC=1C=CC(=C(OC2=C(C=3C(=CN=CC3)N2C2=CC=CC=C2)C(=O)N2CCNCC2)C1)C ([2-(5-Fluoro-2-methyl-phenoxy)-1-phenyl-1H-pyrrolo[2,3-c]pyridin-3-yl]-piperazin-1-yl-methanone). RXN SMILES: C(OC([N:8]1[CH2:13][CH2:12][N:11]([C:14]([C:16]2[C:24]3[C:19](=[CH:20][N:21]=[CH:22][CH:23]=3)[N:18]([C:25]3[CH:30]=[CH:29][CH:28]=[CH:27][CH:26]=3)[C:17]=2[O:31][C:32]2[CH:37]=[C:36]([F:38])[CH:35]=[CH:34][C:33]=2[CH3:39])=[O:15])[CH2:10][CH2:9]1)=O)(C)(C)C.Cl.Cl.Cl.FC1C=CC(C)=C(C=1)OC1N(C2C=CC=CC=2)C2=CN=CC=C2C=1C(N1CCNCC1)=O>>[F:38][C:36]1[CH:35]=[CH:34][C:33]([CH3:39])=[C:32]([CH:37]=1)[O:31][C:17]1[N:18]([C:25]2[CH:26]=[CH:27][CH:28]=[CH:29][CH:30]=2)[C:19]2=[CH:20][N:21]=[CH:22][CH:23]=[C:24]2[C:16]=1[C:14]([N:11]1[CH2:10][CH2:9][NH:8][CH2:13][CH2:12]1)=[O:15] |f:2.3.4|. Reported procedure: The crude compound of step 1 was reacted analogously as described in example 1, step 7. Dissolution of the obtained solid in a small quantity of MOH, addition of hydrochloric acid (0.1 M) and lyophilization overnight yielded 25.9 mg of the title compound in the form of [2-(5-fluoro-2-methyl-phenoxy)-1-phenyl-1H-pyrrolo[2,3-c]pyridin-3-yl]-piperazin-1-yl-methanone dihydrochloride. The reactants are 3,5-Trans-N-(2-fluorobenzyl)-5-(2-tert-butoxycarbonylaminomethylphenyl)-7-chloro-1-neopentyl-2-oxo-1,2,3,5-tetrahydro-4,1-benzoxazepine-3-acetamide, O1CCCC1 (tetrahydrofuran), CN(C(C1=C(C=CC(=C1)Cl)N)=O)OC (N-methyl-N-methyloxy-2-amino-5-chlorobenzamide), C(C)(C)(C)OC(=O)NCC1=C(C=CC=C1)Br (N-tert-butoxycarbonyl-2-bromobenzylamine), C(CCC)[Li] (n-butyl lithium). Run in O (water), CCCCCC (hexane), C(C)OC(C)=O (acetic acid ethyl ester). Product: NC1=C(C(=O)C2=C(C=CC=C2)CNC(=O)OC(C)(C)C)C=C(C=C1)Cl (2-amino-2′-tert-butoxycarbonylaminomethyl-5-chlorobenzophenone). Isolated yield 27.0%. As a reaction SMILES: O1CCCC1.CN(OC)[C:8](=[O:17])[C:9]1[CH:14]=[C:13]([Cl:15])[CH:12]=[CH:11][C:10]=1[NH2:16].[C:20]([O:24][C:25]([NH:27][CH2:28][C:29]1[CH:34]=[CH:33][CH:32]=[CH:31][C:30]=1Br)=[O:26])([CH3:23])([CH3:22])[CH3:21].C([Li])CCC>C(OC(=O)C)C.O.CCCCCC>[NH2:16][C:10]1[CH:11]=[CH:12][C:13]([Cl:15])=[CH:14][C:9]=1[C:8]([C:30]1[CH:31]=[CH:32][CH:33]=[CH:34][C:29]=1[CH2:28][NH:27][C:25]([O:24][C:20]([CH3:23])([CH3:22])[CH3:21])=[O:26])=[O:17]. Procedure: 3,5-Trans-N-(2-fluorobenzyl)-5-(2-tert-butoxycarbonylaminomethylphenyl)-7-chloro-1-neopentyl-2-oxo-1,2,3,5-tetrahydro-4,1-benzoxazepine-3-acetamide (1) A tetrahydrofuran (30 ml) solution of N-methyl-N-methyloxy-2-amino-5-chlorobenzamide (4.3 g) and N-tert-butoxycarbonyl-2-bromobenzylamine (3.82 g) was cooled to −78° C. To the solution was gradually added dropwise a hexane solution of n-butyl lithium (1.6 mol/L) (42 ml). To the mixture were then added water (100 ml) and acetic acid ethyl ester (1... Reactants: O.C1(=CC=C(C=C1)S(=O)(=O)O)C (p-toluenesulfonic acid monohydrate), BrC=1C(=C(C(=C(C(=O)O)C1)NC(C(C)(C)C)=O)O)[N+](=O)[O-] (5-Bromo-2-(2,2-dimethylpropionylamino)-3-hydroxy-4-nitrobenzoic acid), C(C)(=O)OCC (ethyl acetate). Solvent: [Cl-].[Na+].O (brine), C1=CC=CC=C1 (benzene). The product is BrC=1C(=C2C(N=C(O2)C(C)(C)C)=C(C1)C(=O)O)[N+](=O)[O-] (6-Bromo-2-tert-butyl-7-nitro-1,3-benzoxazole-4-carboxylic acid). Yield: 99.7%. Reaction SMILES: [Br:1][C:2]1[C:3]([N+:19]([O-:21])=[O:20])=[C:4]([OH:18])[C:5]([NH:11][C:12](=O)[C:13]([CH3:16])([CH3:15])[CH3:14])=[C:6]([CH:10]=1)[C:7]([OH:9])=[O:8].O.C1(C)C=CC(S(O)(=O)=O)=CC=1.C(OCC)(=O)C>C1C=CC=CC=1.[Cl-].[Na+].O>[Br:1][C:2]1[C:3]([N+:19]([O-:21])=[O:20])=[C:4]2[O:18][C:12]([C:13]([CH3:16])([CH3:15])[CH3:14])=[N:11][C:5]2=[C:6]([C:7]([OH:9])=[O:8])[CH:10]=1 |f:1.2,5.6.7|. Reported procedure: 5-Bromo-2-(2,2-dimethylpropionylamino)-3-hydroxy-4-nitrobenzoic acid (I-221) (1.90 g, 5.26 mmol) was dissolved in benzene (38 ml), then p-toluenesulfonic acid monohydrate (1.00 g, 5.26 mmol) was added at room temperature. Under nitrogen atmosphere, the reaction liquid was heated under reflux for 21 hours, then cooled to room temperature. The reaction liquid was fractionated with ethyl acetate and saturated brine. The organic layer was washed with saturated brine, and dried over anhydrous sodium ...